From a dataset of the Open Reaction Database (ORD), a public repository of structured organic reaction records. describe an organic reaction: reactants, conditions, products, and yield The reactants are C[C@@H]([C@@H](C1=CC=C(C=C1)O)O)N ((−)-4-hydroxynorephedrine), FC(C(=O)OCC)(F)F (ethyl trifluoroacetate). Solvent: C(C)O (ethanol). Reaction conditions: time 4 hour. The product is FC(C(=O)N[C@H]([C@@H](C1=CC=C(C=C1)O)O)C)(F)F (2,2,2-Trifluoro-N-[(1S,2R)-2-hydroxy-2-(4-hydroxyphenyl)-1-methylethyl]acetamide). RXN SMILES: [CH3:1][C@H:2]([NH2:12])[C@H:3]([OH:11])[C:4]1[CH:9]=[CH:8][C:7]([OH:10])=[CH:6][CH:5]=1.[F:13][C:14]([F:21])([F:20])[C:15](OCC)=[O:16]>C(O)C>[F:13][C:14]([F:21])([F:20])[C:15]([NH:12][C@@H:2]([CH3:1])[C@H:3]([OH:11])[C:4]1[CH:9]=[CH:8][C:7]([OH:10])=[CH:6][CH:5]=1)=[O:16]. Procedure: A suspension of (−)-4-hydroxynorephedrine (90 g) and ethyl trifluoroacetate (96 mL) in ethanol (543 mL) was stirred at room temperature for 4 hrs. The reaction mixture was concentrated in vacuo, and then ethyl acetate and water were added to the residue. The organic layer was separated, washed successively with water and brine, and dried over anhydrous magnesium sulfate. The solvent was evaporated under reduced pressure to afford the title compound (128 g). The reactants are BrBr, COC(=O)c1cccc2cc(C)sc12, ClC(Cl)Cl, ClCCl. The product is COC(=O)c1cccc2c(Br)c(C)sc12. As a reaction SMILES: [Br:15][Br:16].[CH3:1][O:2][C:3](=[O:4])[c:5]1[cH:6][cH:7][cH:8][c:9]2[c:10]1[s:11][c:12]([CH3:14])[cH:13]2.[Cl:17][CH:18]([Cl:19])[Cl:20].[Cl:21][CH2:22][Cl:23]>>[CH3:1][O:2][C:3](=[O:4])[c:5]1[cH:6][cH:7][cH:8][c:9]2[c:10]1[s:11][c:12]([CH3:14])[c:13]2[Br:15]. Reactants: C(O)CN (Ethanolamine), ClC=1C=CC=2N(N1)C(=CN2)CC=2C=CC=1N(C2)C=CN1 (6-Chloro-3-imidazo[1,2-a]pyridin-6-ylmethyl-imidazo[1,2-b]pyridazine), [F-].[K+] (KF). The solvent is CN1CCCC1=O (NMP), CCOC(=O)C (EtOAc). Reaction conditions: temperature 180 celsius, time 2 hour. Product: N=1C=CN2C1C=CC(=C2)CC2=CN=C1N2N=C(C=C1)NCCO (2-(3-Imidazo[1,2-a]pyridin-6-ylmethyl-imidazo[1,2-b]pyridazin-6-ylamino)-ethanol). As a reaction SMILES: [CH2:1]([CH2:3][NH2:4])[OH:2].Cl[C:6]1[CH:7]=[CH:8][C:9]2[N:10]([C:12]([CH2:15][C:16]3[CH:17]=[CH:18][C:19]4[N:20]([CH:22]=[CH:23][N:24]=4)[CH:21]=3)=[CH:13][N:14]=2)[N:11]=1.[F-].[K+]>CN1C(=O)CCC1.CCOC(C)=O>[N:24]1[CH:23]=[CH:22][N:20]2[CH:21]=[C:16]([CH2:15][C:12]3[N:10]4[N:11]=[C:6]([NH:4][CH2:3][CH2:1][OH:2])[CH:7]=[CH:8][C:9]4=[N:14][CH:13]=3)[CH:17]=[CH:18][C:19]=12 |f:2.3|. Procedure details: Ethanolamine (277 μL, 4.55 mmol) was added to a solution of (6-Chloro-3-imidazo[1,2-a]pyridin-6-ylmethyl-imidazo[1,2-b]pyridazine (Example 74, 65 mg, 0.228 mmol) and KF (67 mg, 1.138 mmol) in NMP (1.5 mL). The RM was stirred at 180° C. for 2 h. The mixture was diluted with EtOAc and washed with 1 M Na2CO3 (1×) and water (3×). The aqueous layer was extracted with EtOAc (×2). The combined organic layer was dried over Na2SO4, filtered and concentrated. The aqueous phase was further extracted with D... Reactants: OC=1[N+](=C(C(NC1CC1=CC(=C(C(=C1)OC)OC)OC)=O)CC(C)C)[O-] (5-hydroxy-3-isobutyl-6-(3,4,5-trimethoxy-benzyl)-1,2-dihydropyrazin-2-one 4-oxide), [Si](C)(C)(C(C)(C)C)Cl (tert-butyldimethylsilyl chloride), N1C=NC=C1 (imidazole). The solvent is ClCCl (dichloromethane). Conditions: time 18 hour. Yields the product C(C(C)C)C=1C(NC(=C([N+]1[O-])OC)CC1=CC(=C(C(=C1)OC)OC)OC)=O (3-isobutyl-5-methoxy-6-(3,4,5-trimethoxybenzyl)-1,2dihydro pyrazin-2-one 4-oxide). The yield is 25.4%. As a reaction SMILES: [OH:1][C:2]1[N+:3]([O-:26])=[C:4]([CH2:22][CH:23]([CH3:25])[CH3:24])[C:5](=[O:21])[NH:6][C:7]=1[CH2:8][C:9]1[CH:14]=[C:13]([O:15][CH3:16])[C:12]([O:17][CH3:18])=[C:11]([O:19][CH3:20])[CH:10]=1.[Si](Cl)(C(C)(C)C)(C)[CH3:28].N1C=CN=C1>ClCCl>[CH2:22]([C:4]1[C:5](=[O:21])[NH:6][C:7]([CH2:8][C:9]2[CH:10]=[C:11]([O:19][CH3:20])[C:12]([O:17][CH3:18])=[C:13]([O:15][CH3:16])[CH:14]=2)=[C:2]([O:1][CH3:28])[N+:3]=1[O-:26])[CH:23]([CH3:24])[CH3:25]. Procedure details: To a suspension (90 ml) of dried dichloromethane, containing 3.00 g of 5-hydroxy-3-isobutyl-6-(3,4,5-trimethoxy-benzyl)-1,2-dihydropyrazin-2-one 4-oxide, there were added 1.16 g of tert-butyldimethylsilyl chloride and 1.05 g of imidazole, and the mixture was stirred at room temperature for 18 hours. The reaction mixture was washed with an aqueous solution saturated with sodium chloride and was dried with magnesium sulfate. After filtration of the reaction mixture, to the filtrate was added a die...